This data is from the Open Reaction Database (ORD), a public repository of structured organic reaction records. The task is: describe an organic reaction: reactants, conditions, products, and yield Product: Cn1ncc([N+](=O)[O-])c1N1CCC(C=O)C(NC(=O)C(F)(F)F)CC1. As a reaction SMILES: [CH:34]([Cl:35])([Cl:36])[Cl:37].[F:1][C:2]([C:3](=[O:4])[NH:5][CH:6]1[CH2:7][CH2:8][N:9]([c:16]2[n:17]([CH3:24])[n:18][cH:19][c:20]2[N+:21](=[O:22])[O-:23])[CH2:10][CH2:11][C:12]1=[CH:13][O:14][CH3:15])([F:25])[F:26].[OH:27][C:28]([C:29]([Cl:30])([Cl:31])[Cl:32])=[O:33]>>[F:1][C:2]([C:3](=[O:4])[NH:5][CH:6]1[CH2:7][CH2:8][N:9]([c:16]2[n:17]([CH3:24])[n:18][cH:19][c:20]2[N+:21](=[O:22])[O-:23])[CH2:10][CH2:11][CH:12]1[CH:13]=[O:14])([F:25])[F:26]. The reactants are ClC(Cl)Cl, COC=C1CCN(c2c([N+](=O)[O-])cnn2C)CCC1NC(=O)C(F)(F)F, O=C(O)C(Cl)(Cl)Cl. Run in C(C)#N (acetonitrile). Reported procedure: A solution of 10 g of 2,4-dichloro-6-methoxy-1,3,5-triazine in 200 ml of acetonitrile is cooled on an ice bath, 8.73 ml of DIPEA and then 6.56 ml of 2-(4-fluorophenyl)ethanamine are added and the mixture is stirred. The precipitate formed is drained by suction, washed with EtOAc and dried. 13.7 g of the expected compound are obtained. Product: ClC1=NC(=NC(=N1)OC)NCCC1=CC=C(C=C1)F (4-Chloro-N-[2-(4-fluorophenyl)ethyl]-6-methoxy-1,3,5-triazin-2-amine). As a reaction SMILES: Cl[C:2]1[N:7]=[C:6]([Cl:8])[N:5]=[C:4]([O:9][CH3:10])[N:3]=1.CCN(C(C)C)C(C)C.[F:20][C:21]1[CH:26]=[CH:25][C:24]([CH2:27][CH2:28][NH2:29])=[CH:23][CH:22]=1>C(#N)C>[Cl:8][C:6]1[N:5]=[C:4]([O:9][CH3:10])[N:3]=[C:2]([NH:29][CH2:28][CH2:27][C:24]2[CH:25]=[CH:26][C:21]([F:20])=[CH:22][CH:23]=2)[N:7]=1. Starting materials: CCN(C(C)C)C(C)C (DIPEA), FC1=CC=C(C=C1)CCN (2-(4-fluorophenyl)ethanamine), ClC1=NC(=NC(=N1)Cl)OC (2,4-dichloro-6-methoxy-1,3,5-triazine). Reactants: C(c1c(nc(s1)[Cl])[Cl])=O, CC1=CN=C(C=C1)N, [C-]#[N+]C1CCCCC1. Reagents/catalysts: O=C(O)C(F)(F)F (trifluoroacetic acid). Run in CC(C)O (isopropyl alcohol), CC(C)O (isopropylalcohol). Conditions: temperature 22 celsius, time 20 hour. Product: Cc1ccc2nc(c(NC3CCCCC3)n2c1)c1c(nc(s1)[Cl])[Cl]. The yield is 16.3%. RXN SMILES: CC1=CC=C(N)N=C1.[C-]#[N+]C1CCCCC1.ClC1=NC(Cl)=C(S1)C=O>>CC1=CN2C(C=C1)=NC(=C2NC1CCCCC1)C1=C(Cl)N=C(Cl)S1. The reactants are ClC1=C(C=C(C=N1)C1=CC=C2CCN(CC2=C1)C1=NC(=NC(=C1)N1CCN(CC1)C)N)F (4-[7-(6-Chloro-5-fluoropyridin-3-yl)-3,4-dihydroisoquinolin-2(1H)-yl]-6-(4-methylpiperazin-1-yl)pyrimidin-2-amine), CN(CCN(C)C)C (N,N,N′,N′-tetramethylethylenediamine), CC1(C2=CC=CC(=C2OC=2C(=CC=CC12)P(C1=CC=CC=C1)C1=CC=CC=C1)P(C1=CC=CC=C1)C1=CC=CC=C1)C ((9,9-dimethyl-9H-xanthene-4,5-diyl)bis(diphenylphosphine)). Reagents/catalysts: [C-]#N.[Zn+2].[C-]#N (Zinc cyanide), C=1C=CC(=CC1)/C=C/C(=O)/C=C/C2=CC=CC=C2.C=1C=CC(=CC1)/C=C/C(=O)/C=C/C2=CC=CC=C2.C=1C=CC(=CC1)/C=C/C(=O)/C=C/C2=CC=CC=C2.[Pd].[Pd] (tris(dibenzylideneacetone)dipalladium(0)). Solvent: CN1C(CCC1)=O (N-Methylpyrrolidinone). Run at temperature 160 celsius. Yields the product NC1=NC(=CC(=N1)N1CC2=CC(=CC=C2CC1)C=1C=C(C(=NC1)C#N)F)N1CCN(CC1)C (5-{2-[2-Amino-6-(4-methylpiperazin-1-yl)pyrimidin-4-yl]-1,2,3,4-tetrahydroisoquinolin-7-yl}-3-fluoropyridine-2-carbonitrile). RXN SMILES: Cl[C:2]1[N:7]=[CH:6][C:5]([C:8]2[CH:17]=[C:16]3[C:11]([CH2:12][CH2:13][N:14]([C:18]4[CH:23]=[C:22]([N:24]5[CH2:29][CH2:28][N:27]([CH3:30])[CH2:26][CH2:25]5)[N:21]=[C:20]([NH2:31])[N:19]=4)[CH2:15]3)=[CH:10][CH:9]=2)=[CH:4][C:3]=1[F:32].[CH3:33][N:34](C)CCN(C)C.CC1(C)C2C=CC=C(P(C3C=CC=CC=3)C3C=CC=CC=3)C=2OC2C1=CC=CC=2P(C1C=CC=CC=1)C1C=CC=CC=1>[C-]#N.[Zn+2].[C-]#N.C1C=CC(/C=C/C(/C=C/C2C=CC=CC=2)=O)=CC=1.C1C=CC(/C=C/C(/C=C/C2C=CC=CC=2)=O)=CC=1.C1C=CC(/C=C/C(/C=C/C2C=CC=CC=2)=O)=CC=1.[Pd].[Pd].CN1CCCC1=O>[NH2:31][C:20]1[N:19]=[C:18]([N:14]2[CH2:13][CH2:12][C:11]3[C:16](=[CH:17][C:8]([C:5]4[CH:4]=[C:3]([F:32])[C:2]([C:33]#[N:34])=[N:7][CH:6]=4)=[CH:9][CH:10]=3)[CH2:15]2)[CH:23]=[C:22]([N:24]2[CH2:25][CH2:26][N:27]([CH3:30])[CH2:28][CH2:29]2)[N:21]=1 |f:3.4.5,6.7.8.9.10|. Procedure: 4-[7-(6-chloro-5-fluoropyridin-3-yl)-3,4-dihydroisoquinolin-2(1H)-yl]-6-(4-methylpiperazin-1-yl)pyrimidin-2-amine (186 mg, 0.410 mmol, Example 6), Zinc cyanide (57 mg, 0.48 mmol), N,N,N′,N′-tetramethylethylenediamine (86 μL, 0.57 mmol), tris(dibenzylideneacetone)dipalladium(0) (16 mg, 0.018 mmol, Alfa Aesar Cat. No. 12760) and (9,9-dimethyl-9H-xanthene-4,5-diyl)bis(diphenylphosphine) (30 mg, 0.053 mmol) (Aldrich, Cat. No. 526460) were added successively to N-Methylpyrrolidinone (5 mL) in a micro... The reactants are COC(=O)c1ccc2c(C3CCCCC3)c(-c3ccccc3OCc3ccccc3)[nH]c2c1, [H-], CI, [Na+], CN(C)C=O. As a reaction SMILES: [CH2:3]([c:4]1[cH:5][cH:6][cH:7][cH:8][cH:9]1)[O:10][c:11]1[c:12](-[c:17]2[nH:18][c:19]3[cH:20][c:21]([C:32](=[O:33])[O:34][CH3:35])[cH:22][cH:23][c:24]3[c:25]2[CH:26]2[CH2:27][CH2:28][CH2:29][CH2:30][CH2:31]2)[cH:13][cH:14][cH:15][cH:16]1.[H-:2].[I:36][CH3:37].[Na+:1].[O:38]=[CH:39][N:40]([CH3:41])[CH3:42]>>[CH2:3]([c:4]1[cH:5][cH:6][cH:7][cH:8][cH:9]1)[O:10][c:11]1[c:12](-[c:17]2[n:18]([CH3:37])[c:19]3[cH:20][c:21]([C:32](=[O:33])[O:34][CH3:35])[cH:22][cH:23][c:24]3[c:25]2[CH:26]2[CH2:27][CH2:28][CH2:29][CH2:30][CH2:31]2)[cH:13][cH:14][cH:15][cH:16]1. Yields the product COC(=O)c1ccc2c(C3CCCCC3)c(-c3ccccc3OCc3ccccc3)n(C)c2c1. Starting materials: Cl (hydrochloric acid), ClC=1C=C(C=CC1)N1CCN(CC1)CCCNC1=NC=CC(=N1)C(=O)OC (methyl 2-[[3-[4-(3-chlorophenyl)piperazin-1-yl]propyl]amino]pyrimidine-4-carboxylate), CO (methanol), CN (methylamine). Run in CC(C)O (2-propanol). Product: Cl.ClC=1C=C(C=CC1)N1CCN(CC1)CCCNC1=NC=CC(=N1)C(=O)NC (2-[[3-[4-(3-Chlorophenyl)piperazin-1-yl]propyl]amino]-N-methylpyrimidine-4-carboxamide, hydrochloride). RXN SMILES: [Cl:1][C:2]1[CH:3]=[C:4]([N:8]2[CH2:13][CH2:12][N:11]([CH2:14][CH2:15][CH2:16][NH:17][C:18]3[N:23]=[C:22]([C:24]([O:26]C)=O)[CH:21]=[CH:20][N:19]=3)[CH2:10][CH2:9]2)[CH:5]=[CH:6][CH:7]=1.CO.[CH3:30][NH2:31].Cl>CC(O)C>[ClH:1].[Cl:1][C:2]1[CH:3]=[C:4]([N:8]2[CH2:13][CH2:12][N:11]([CH2:14][CH2:15][CH2:16][NH:17][C:18]3[N:23]=[C:22]([C:24]([NH:31][CH3:30])=[O:26])[CH:21]=[CH:20][N:19]=3)[CH2:10][CH2:9]2)[CH:5]=[CH:6][CH:7]=1 |f:5.6|. Procedure: 4.5 g (11.5 mmols) of methyl 2-[[3-[4-(3-chlorophenyl)piperazin-1-yl]propyl]amino]pyrimidine-4-carboxylate and 200 ml of methanol are introduced into a 0.5 l, round bottomed flask and then the solution is saturated with gaseous methylamine. The reaction mixture is stirred at room temperature while saturating several times with gaseous methylamine. The solvent is evaporated under reduced pressure. 4.05 g (10.4 mmols) of base are obtained to which 104 ml of 0.1N hydrochloric acid in 2-propanol are...